This data is from the Open Reaction Database (ORD), a public repository of structured organic reaction records. The task is: describe an organic reaction: reactants, conditions, products, and yield The product is Cl, Nc1cncc(Oc2cncnc2)c1. RXN SMILES: [ClH:22].[O:23]1[CH2:24][CH2:25][O:26][CH2:27][CH2:28]1.[n:1]1[cH:2][n:3][cH:4][c:5]([O:7][c:8]2[cH:9][c:10]([NH:14][C:15](=[O:16])[O:17][C:18]([CH3:19])([CH3:20])[CH3:21])[cH:11][n:12][cH:13]2)[cH:6]1>>[ClH:22].[n:1]1[cH:2][n:3][cH:4][c:5]([O:7][c:8]2[cH:9][c:10]([NH2:14])[cH:11][n:12][cH:13]2)[cH:6]1. The reactants are Cl, C1COCCO1, CC(C)(C)OC(=O)Nc1cncc(Oc2cncnc2)c1. Starting materials: BrC1=C2C=CN=C(C2=CC=C1OC)OC1CN2C(N(CCCCC=CC3CC3(NC(C2C1)=O)C(=O)NS(=O)(=O)C1CC1)C)=O (N-[17-(5-bromo-6-methoxyisoquinolin-1-yloxy)-13-methyl-2,14-dioxo-3,13,15-triaza-tricyclo[13.3.0.04,6]octadec-7-ene-4-carbonyl](cyclopropyl)sulfonamide), C1(=CC=CC=C1)B(O)O (benzeneboronic acid), CC1=C(C=NC=C1)C1=C2C=CN=C(C2=CC=C1OC)OC1CN2C(N(CCCCC=CC3CC3(NC(C2C1)=O)C(=O)NS(=O)(=O)C1CC1)C)=O (N-[17-[5-(4-methyl-3-pyridyl)-6-methoxyisoquinolin-1-yloxy]-13-methyl-2,14-dioxo-3,13,15-triaza-tricyclo[13.3.0.04,6]octadec-7-ene-4-carbonyl](cyclopropyl)sulfonamide). Yields the product C1(=CC=CC=C1)C1=C2C=CN=C(C2=CC=C1OC)OC1CN2C(N(CCCCC=CC3CC3(NC(C2C1)=O)C(=O)NS(=O)(=O)C1CC1)C)=O (N-[17-[5-phenyl-6-methoxyisoquinolin-1-yloxy]-13-methyl-2,14-dioxo-3,13,15-triaza-tricyclo[13.3.0.04,6]octadec-7-ene-4-carbonyl](cyclopropyl) sulfonamide). RXN SMILES: Br[C:2]1[C:11]([O:12][CH3:13])=[CH:10][CH:9]=[C:8]2[C:3]=1[CH:4]=[CH:5][N:6]=[C:7]2[O:14][CH:15]1[CH2:32][CH:31]2[N:17]([C:18](=[O:44])[N:19]([CH3:43])[CH2:20][CH2:21][CH2:22][CH2:23][CH:24]=[CH:25][CH:26]3[C:28]([C:34]([NH:36][S:37]([CH:40]4[CH2:42][CH2:41]4)(=[O:39])=[O:38])=[O:35])([NH:29][C:30]2=[O:33])[CH2:27]3)[CH2:16]1.[C:45]1(B(O)O)[CH:50]=[CH:49][CH:48]=[CH:47][CH:46]=1.CC1C=CN=CC=1C1C(OC)=CC=C2C=1C=CN=C2OC1CC2N(C(=O)N(C)CCCCC=CC3C(C(NS(C4CC4)(=O)=O)=O)(NC2=O)C3)C1>>[C:45]1([C:2]2[C:11]([O:12][CH3:13])=[CH:10][CH:9]=[C:8]3[C:3]=2[CH:4]=[CH:5][N:6]=[C:7]3[O:14][CH:15]2[CH2:32][CH:31]3[N:17]([C:18](=[O:44])[N:19]([CH3:43])[CH2:20][CH2:21][CH2:22][CH2:23][CH:24]=[CH:25][CH:26]4[C:28]([C:34]([NH:36][S:37]([CH:40]5[CH2:42][CH2:41]5)(=[O:38])=[O:39])=[O:35])([NH:29][C:30]3=[O:33])[CH2:27]4)[CH2:16]2)[CH:50]=[CH:49][CH:48]=[CH:47][CH:46]=1. Procedure: The title product was prepared from N-[17-(5-bromo-6-methoxyisoquinolin-1-yloxy)-13-methyl-2,14-dioxo-3,13,15-triaza-tricyclo[13.3.0.04,6]octadec-7-ene-4-carbonyl](cyclopropyl) sulfonamide (51, example 13) and benzeneboronic acid following the procedure described for N-[17-[5-(4-methyl-3-pyridyl)-6-methoxyisoquinolin-1-yloxy]-13-methyl-2,14-dioxo-3,13,15-triaza-tricyclo[13.3.0.04,6]octadec-7-ene-4-carbonyl](cyclopropyl)sulfonamide (52, Example 14): m/z=688 (M+H)+. Reactants: OCCCCCO, CC(=O)O, CN(C)C=O, C(=NC1CCCCC1)=NC1CCCCC1, O=C(O)Cn1nnnc1-c1ccsc1. Product: O=C(Cn1nnnc1-c1ccsc1)OCCCCCO. As a reaction SMILES: [CH2:15]([CH2:16][CH2:17][CH2:18][CH2:19][OH:20])[OH:21].[CH3:37][C:38](=[O:39])[OH:40].[CH3:41][N:42]([CH3:43])[CH:44]=[O:45].[CH:22]1([N:23]=[C:24]=[N:25][CH:26]2[CH2:27][CH2:28][CH2:29][CH2:30][CH2:31]2)[CH2:32][CH2:33][CH2:34][CH2:35][CH2:36]1.[s:1]1[cH:2][c:3](-[c:6]2[n:7][n:8][n:9][n:10]2[CH2:11][C:12](=[O:13])[OH:14])[cH:4][cH:5]1>>[s:1]1[cH:2][c:3](-[c:6]2[n:7][n:8][n:9][n:10]2[CH2:11][C:12]([O:13][CH2:15][CH2:16][CH2:17][CH2:18][CH2:19][OH:20])=[O:14])[cH:4][cH:5]1. Starting materials: CCOC(=O)CCN1c2ccccc2CCc2ccccc21, CCO, Cl, [Na+], [OH-], O. Product: O=C(O)CCN1c2ccccc2CCc2ccccc21. Reaction SMILES: [CH2:1]([CH3:2])[O:3][C:4]([CH2:5][CH2:6][N:7]1[c:8]2[c:9]([cH:18][cH:19][cH:20][cH:21]2)[CH2:10][CH2:11][c:12]2[c:13]1[cH:14][cH:15][cH:16][cH:17]2)=[O:22].[CH3:26][CH2:27][OH:28].[ClH:25].[Na+:24].[OH-:23].[OH2:29]>>[O:3]=[C:4]([CH2:5][CH2:6][N:7]1[c:8]2[c:9]([cH:18][cH:19][cH:20][cH:21]2)[CH2:10][CH2:11][c:12]2[c:13]1[cH:14][cH:15][cH:16][cH:17]2)[OH:22]. Reactants: FC(CCO)(F)F (3,3,3-trifluoropropan-1-ol), C1(=CC=CC=C1)P(C1=CC=CC=C1)C1=CC=CC=C1 (triphenyl phosphine), N(=NC(=O)OC(C)C)C(=O)OC(C)C (diisopropyl azodicarboxylate), FC(CCO)(F)F (3,3,3-trifluoropropan-1-ol), C1(=CC=CC=C1)P(C1=CC=CC=C1)C1=CC=CC=C1 (triphenyl phosphine), N(=NC(=O)OC(C)C)C(=O)OC(C)C (diisopropyl azodicarboxylate), FC=1C=C2C(=NN(C2=CC1)C=1N=C(C2=C(N1)NC(C2(C)C)=O)O)CC2=C(C=CC=C2)F (2-[5-Fluoro-3-(2-fluorobenzyl)-1H-indazol-1-yl]-4-hydroxy-5,5-dimethyl-5,7-dihydro-6H-pyrrolo[2,3-d]pyrimidin-6-one). Solvent: C1CCOC1 (THF). Run at time 3 day. Yields the product FC=1C=C2C(=NN(C2=CC1)C=1N=C(C2=C(N1)NC(C2(C)C)=O)OCCC(F)(F)F)CC2=C(C=CC=C2)F (2-[5-Fluoro-3-(2-fluorobenzyl)-1H-indazol-1-yl]-5,5-dimethyl-4-(3,3,3-trifluoropropoxy)-5,7-dihydro-6H-pyrrolo[2,3-d]pyrimidin-6-one). RXN SMILES: [F:1][C:2]1[CH:3]=[C:4]2[C:8](=[CH:9][CH:10]=1)[N:7]([C:11]1[N:12]=[C:13]([OH:23])[C:14]3[C:19]([CH3:21])([CH3:20])[C:18](=[O:22])[NH:17][C:15]=3[N:16]=1)[N:6]=[C:5]2[CH2:24][C:25]1[CH:30]=[CH:29][CH:28]=[CH:27][C:26]=1[F:31].[F:32][C:33]([F:38])([F:37])[CH2:34][CH2:35]O.C1(P(C2C=CC=CC=2)C2C=CC=CC=2)C=CC=CC=1.N(C(OC(C)C)=O)=NC(OC(C)C)=O>C1COCC1>[F:1][C:2]1[CH:3]=[C:4]2[C:8](=[CH:9][CH:10]=1)[N:7]([C:11]1[N:12]=[C:13]([O:23][CH2:35][CH2:34][C:33]([F:38])([F:37])[F:32])[C:14]3[C:19]([CH3:21])([CH3:20])[C:18](=[O:22])[NH:17][C:15]=3[N:16]=1)[N:6]=[C:5]2[CH2:24][C:25]1[CH:30]=[CH:29][CH:28]=[CH:27][C:26]=1[F:31]. Procedure details: Under argon, 80 mg (0.19 mmol) of the compound from example 31 was largely dissolved in 2 ml THF, 32.5 mg (0.29 mmol) of 3,3,3-trifluoropropan-1-ol, 75 mg (0.29 mmol) of triphenyl phosphine and 56 μl (0.29 mmol) of diisopropyl azodicarboxylate were added and it was stirred for 3 d at RT. A further 11 mg (0.01 mmol) of 3,3,3-trifluoropropan-1-ol, 25 mg (0.01 mmol) of triphenyl phosphine and 19 μl (0.01 mmol) of diisopropyl azodicarboxylate were added and it was stirred for 1 d at RT. The reaction... Starting materials: CC#CC(=O)O, C1CCOC1, CN1CCOCC1, CC(C)COC(=O)Cl, C#Cc1cccc(Nc2c(C#N)cnc3ccc(N)cc23)c1, CN(C)C=O, O. Yields the product C#Cc1cccc(Nc2c(C#N)cnc3ccc(NC(=O)C#CC)cc23)c1. Reaction SMILES: [C:1]([C:2]#[C:3][CH3:4])(=[O:5])[OH:6].[CH2:44]1[O:45][CH2:46][CH2:47][CH2:48]1.[CH3:7][N:8]1[CH2:9][CH2:10][O:11][CH2:12][CH2:13]1.[Cl:14][C:15]([O:16][CH2:17][CH:18]([CH3:19])[CH3:20])=[O:21].[NH2:22][c:23]1[cH:24][c:25]2[c:26]([NH:35][c:36]3[cH:37][c:38]([C:42]#[CH:43])[cH:39][cH:40][cH:41]3)[c:27]([C:33]#[N:34])[cH:28][n:29][c:30]2[cH:31][cH:32]1.[O:49]=[CH:50][N:51]([CH3:52])[CH3:53].[OH2:54]>>[C:1]([C:2]#[C:3][CH3:4])(=[O:6])[NH:22][c:23]1[cH:24][c:25]2[c:26]([NH:35][c:36]3[cH:37][c:38]([C:42]#[CH:43])[cH:39][cH:40][cH:41]3)[c:27]([C:33]#[N:34])[cH:28][n:29][c:30]2[cH:31][cH:32]1.